Dataset: the Open Reaction Database (ORD), a public repository of structured organic reaction records. Task: describe an organic reaction: reactants, conditions, products, and yield The reactants are COc1ccc(N)cc1, COCCOC, CCCCCCCCCCCC, [K+], [K+], [K+], O=[N+]([O-])c1ccccc1Cl, O=C(C=Cc1ccccc1)C=Cc1ccccc1, O=C(C=Cc1ccccc1)C=Cc1ccccc1, O=C(C=Cc1ccccc1)C=Cc1ccccc1, O=P([O-])([O-])[O-], [Pd], [Pd]. Yields the product COc1ccc(Nc2ccccc2[N+](=O)[O-])cc1. Reaction SMILES: [CH3:19][O:20][c:21]1[cH:22][cH:23][c:24]([NH2:27])[cH:25][cH:26]1.[CH3:28][O:29][CH2:30][CH2:31][O:32][CH3:33].[CH3:34][CH2:35][CH2:36][CH2:37][CH2:38][CH2:39][CH2:40][CH2:41][CH2:42][CH2:43][CH2:44][CH3:45].[K+:6].[K+:7].[K+:8].[N+:9](=[O:10])([O-:11])[c:12]1[c:13]([Cl:18])[cH:14][cH:15][cH:16][cH:17]1.[O:48]=[C:49]([CH:50]=[CH:51][c:52]1[cH:53][cH:54][cH:55][cH:56][cH:57]1)[CH:58]=[CH:59][c:60]1[cH:61][cH:62][cH:63][cH:64][cH:65]1.[O:66]=[C:67]([CH:68]=[CH:69][c:70]1[cH:71][cH:72][cH:73][cH:74][cH:75]1)[CH:76]=[CH:77][c:78]1[cH:79][cH:80][cH:81][cH:82][cH:83]1.[O:84]=[C:85]([CH:86]=[CH:87][c:88]1[cH:89][cH:90][cH:91][cH:92][cH:93]1)[CH:94]=[CH:95][c:96]1[cH:97][cH:98][cH:99][cH:100][cH:101]1.[P:1]([O-:2])([O-:3])([O-:4])=[O:5].[Pd:46].[Pd:47]>>[N+:9](=[O:10])([O-:11])[c:12]1[c:13]([NH:27][c:24]2[cH:23][cH:22][c:21]([O:20][CH3:19])[cH:26][cH:25]2)[cH:14][cH:15][cH:16][cH:17]1.